From a dataset of the Open Reaction Database (ORD), a public repository of structured organic reaction records. describe an organic reaction: reactants, conditions, products, and yield Reactants: CC=1C=C(C(=O)N)C=C(C1)C (3,5-dimethylbenzamide), O.C(C=O)(=O)O (glyoxylic acid monohydrate). Solvent: CC(=O)C (acetone). Yields the product OC(NC(C1=CC(=CC(=C1)C)C)=O)C(=O)O (2-hydroxy-N-(3,5-dimethylbenzoyl)glycine). Reaction SMILES: [CH3:1][C:2]1[CH:3]=[C:4]([CH:8]=[C:9]([CH3:11])[CH:10]=1)[C:5]([NH2:7])=[O:6].O.[C:13]([OH:17])(=[O:16])[CH:14]=[O:15]>CC(C)=O>[OH:15][CH:14]([C:13]([OH:17])=[O:16])[NH:7][C:5](=[O:6])[C:4]1[CH:8]=[C:9]([CH3:11])[CH:10]=[C:2]([CH3:1])[CH:3]=1 |f:1.2|. Procedure details: A mixture of 3,5-dimethylbenzamide (22.6 g, 0.15 mol) and glyoxylic acid monohydrate (15.3 g, 0.17 mol) in acetone (120 ml) is heated under nitrogen atmosphere at reflux for 6 h. The solvent is evaporated in vacuo to give 2-hydroxy-N-(3,5-dimethylbenzoyl)glycine. To a solution of 2-hydroxy-N-(3,5-dimethylbenzoyl)glycine in methanol (350 ml) is added concentrated sulfuric acid (4.6 ml) at room temperature. The mixture is stirred for 2 days and then concentrated in vacuo. The residue is diluted wi... Procedure: 400 mg (1.28 mmol) of compound 29 are added to 10 ml of anhydrous N,N-dimethylformamide under a nitrogen atmosphere. 1.35 g of anhydrous potassium carbonate (7.5 eq) and then 0.35 ml of 4-chlorobutyronitrile (3 eq) are successively added to this suspension. The reaction is stirred at 90° C. for 18 hours. The solvents are evaporated off. The residue is taken up in CH2Cl2 and washed twice with water. The organic phase is dried over MgSO4 and then evaporated under reduced pressure. The residue obta... RXN SMILES: [CH3:1][O:2][C:3]1[CH:12]=[CH:11][C:10]([O:13][CH3:14])=[C:9]2[C:4]=1[C:5](=[O:23])[C:6]([C:15]1[CH:20]=[CH:19][C:18]([O:21][CH3:22])=[CH:17][CH:16]=1)=[CH:7][NH:8]2.C(=O)([O-])[O-].[K+].[K+].Cl[CH2:31][CH2:32][CH2:33][C:34]#[N:35]>CN(C)C=O>[CH3:1][O:2][C:3]1[CH:12]=[CH:11][C:10]([O:13][CH3:14])=[C:9]2[C:4]=1[C:5](=[O:23])[C:6]([C:15]1[CH:16]=[CH:17][C:18]([O:21][CH3:22])=[CH:19][CH:20]=1)=[CH:7][N:8]2[CH2:31][CH2:32][CH2:33][C:34]#[N:35] |f:1.2.3|. Run at temperature 90 celsius, time 18 hour. The reactants are C([O-])([O-])=O.[K+].[K+] (potassium carbonate), ClCCCC#N (4-chlorobutyronitrile), COC1=C2C(C(=CNC2=C(C=C1)OC)C1=CC=C(C=C1)OC)=O (5,8-Dimethoxy-3-(4-methoxyphenyl)-1,4-dihydro-4-quinolinone). Yield: 37.0%. Yields the product COC1=C2C(C(=CN(C2=C(C=C1)OC)CCCC#N)C1=CC=C(C=C1)OC)=O (4-[5,8-Dimethoxy-3-(4-methoxyphenyl)-4-oxo-1,4-dihydro-1-quinolinyl]butanenitrile). The solvent is CN(C=O)C (N,N-dimethylformamide). Starting materials: Brc1cnc2[nH]ccc2c1, C1CCOC1, CC(C)[Si](Cl)(C(C)C)C(C)C, [H-], [Na+]. Yields the product CC(C)[Si](C(C)C)(C(C)C)n1ccc2cc(Br)cnc21. RXN SMILES: [Br:3][c:4]1[cH:5][c:6]2[cH:7][cH:8][nH:9][c:10]2[n:11][cH:12]1.[CH2:24]1[O:25][CH2:26][CH2:27][CH2:28]1.[CH:13]([CH3:14])([CH3:15])[Si:16]([CH:17]([CH3:18])[CH3:19])([CH:20]([CH3:21])[CH3:22])[Cl:23].[H-:1].[Na+:2]>>[Br:3][c:4]1[cH:5][c:6]2[cH:7][cH:8][n:9]([Si:16]([CH:13]([CH3:14])[CH3:15])([CH:17]([CH3:18])[CH3:19])[CH:20]([CH3:21])[CH3:22])[c:10]2[n:11][cH:12]1. The reactants are Cl.C1(CCCCC1)N(C)CC#CC1=CC(=C(C=C1)C1CCCCC1)Cl (N-Cyclohexyl-N-methyl-3-(3-chloro-4-cyclohexylphenyl) prop-2-ynylamine hydrochloride). Reagents/catalysts: [Pd] (palladium on barium sulfate). The solvent is C(C)(=O)OCC (ethyl acetate), CO (methanol). The product is Cl.C1(CCCCC1)N(C)C\C=C/C1=CC(=C(C=C1)C1CCCCC1)Cl (Cis-N-cyclohexyl-N-methyl-3-(3-chloro-4-cyclohexylphenyl) prop-2-enylamine hydrochloride). Yield: 85.0%. Reaction SMILES: Cl.[CH:2]1([N:8]([CH2:10][C:11]#[C:12][C:13]2[CH:18]=[CH:17][C:16]([CH:19]3[CH2:24][CH2:23][CH2:22][CH2:21][CH2:20]3)=[C:15]([Cl:25])[CH:14]=2)[CH3:9])[CH2:7][CH2:6][CH2:5][CH2:4][CH2:3]1>C(OCC)(=O)C.CO.[Pd]>[ClH:25].[CH:2]1([N:8]([CH2:10]/[CH:11]=[CH:12]\[C:13]2[CH:18]=[CH:17][C:16]([CH:19]3[CH2:24][CH2:23][CH2:22][CH2:21][CH2:20]3)=[C:15]([Cl:25])[CH:14]=2)[CH3:9])[CH2:3][CH2:4][CH2:5][CH2:6][CH2:7]1 |f:0.1,5.6|. Procedure details: A solution containing 13.1 g of the compound prepared in Example 1, in the form of the base, and 1.2 g of 5% palladium on barium sulfate in 100 ml of ethyl acetate and 5 ml of methanol is hydrogenated at normal temperature and pressure. The volume of hydrogen absorbed is 650 ml. After filtration and concentration of the solution, the residue is taken up in ethyl ether and the hydrochloride is precipitated by bubbling hydrogen chloride. 5.6 g of the expected compound are obtained after recrystall... Reactants: [Na+].C(=O)(OCC)C(C(=O)NC1C2SCC(=C(N2C1=O)C(=O)[O-])CSC=1SC(=NN1)C)N1C=CC2=CC=CC=C12 (7-[[2-carbethoxy-2-(1H-indol-1-yl)acetyl]amino]-3-[[(5-methyl-1,3,4-thiadiazol-2-yl)thio]methyl]-8-oxo-5-thia-1-azabicyclo[4.2.0]oct-2-ene-2-carboxylic acid sodium salt), ClCOC([C@@H](NC(=O)OC(C)(C)C)C(C)C)=O (N-tert-butoxycarbonyl-L-valine chloromethyl ester). Run in C(C)(=O)OCC (ethyl acetate), CN(C=O)C (dimethylformamide). Conditions: time 72 hour. The product is C(C)(C)(C)OC(=O)NC(C(=O)OCOC(=O)C=1N2C(C(C2SCC1CSC=1SC(=NN1)C)NC(C(N1C=CC2=CC=CC=C12)C(=O)OCC)=O)=O)C(C)C (7-[[2-carbethoxy-2-(1H-indol-1-yl)acetyl]amino]-3-[[(5-methyl-1,3,4-thiadiazol-2-yl)thio]methyl]-8-oxo-5-thia-1-azabicyclo[4.2.0]oct-2-ene-2-carboxylic acid N-tert-butoxycarbonyl-2-amino-3-methylbutyryloxymethyl ester). RXN SMILES: [Na+].[C:2]([CH:7]([N:31]1[C:39]2[C:34](=[CH:35][CH:36]=[CH:37][CH:38]=2)[CH:33]=[CH:32]1)[C:8]([NH:10][CH:11]1[C:18](=[O:19])[N:17]2[CH:12]1[S:13][CH2:14][C:15]([CH2:23][S:24][C:25]1[S:26][C:27]([CH3:30])=[N:28][N:29]=1)=[C:16]2[C:20]([O-:22])=[O:21])=[O:9])([O:4][CH2:5][CH3:6])=[O:3].Cl[CH2:41][O:42][C:43](=[O:56])[C@H:44]([CH:53]([CH3:55])[CH3:54])[NH:45][C:46]([O:48][C:49]([CH3:52])([CH3:51])[CH3:50])=[O:47]>CN(C)C=O.C(OCC)(=O)C>[C:49]([O:48][C:46]([NH:45][CH:44]([CH:53]([CH3:55])[CH3:54])[C:43]([O:42][CH2:41][O:21][C:20]([C:16]1[N:17]2[CH:12]([S:13][CH2:14][C:15]=1[CH2:23][S:24][C:25]1[S:26][C:27]([CH3:30])=[N:28][N:29]=1)[CH:11]([NH:10][C:8](=[O:9])[CH:7]([C:2]([O:4][CH2:5][CH3:6])=[O:3])[N:31]1[C:39]3[C:34](=[CH:35][CH:36]=[CH:37][CH:38]=3)[CH:33]=[CH:32]1)[C:18]2=[O:19])=[O:22])=[O:56])=[O:47])([CH3:52])([CH3:51])[CH3:50] |f:0.1|. Reported procedure: A suspension of 5 grams of 7-[[2-carbethoxy-2-(1H-indol-1-yl)acetyl]amino]-3-[[(5-methyl-1,3,4-thiadiazol-2-yl)thio]methyl]-8-oxo-5-thia-1-azabicyclo[4.2.0]oct-2-ene-2-carboxylic acid sodium salt and 8.5 grams of N-tert-butoxycarbonyl-L-valine chloromethyl ester, prepared by the general procedure described in W. German Offen. No. 2,236,620 are mixed in 100 ml of dimethylformamide (DMF) and stirred for 72 hours. The mixture is diluted with ethyl acetate, washed with water, aqueous sodium bicarbon... Reactants: C(#N)CC(=O)OCC (ethyl cyanoacetate), Cl (hydrochloric acid), COC(C)(C)C (tert.butyl methyl ether). Run in C(C)O (ethanol). Conditions: time 8 hour. Product: Cl.NC(=CC(=O)OCC)OCC (ethyl β-amino-β-ethoxyacrylate hydrochloride). Reaction SMILES: [C:1]([CH2:3][C:4]([O:6][CH2:7][CH3:8])=[O:5])#[N:2].[ClH:9].C[O:11][C:12](C)(C)[CH3:13]>C(O)C>[ClH:9].[NH2:2][C:1]([O:11][CH2:12][CH3:13])=[CH:3][C:4]([O:6][CH2:7][CH3:8])=[O:5] |f:4.5|. Reported procedure: A solution of 226 g of ethyl cyanoacetate in 200 ml of absolute ethanol is saturated by introducing hydrochloric acid gas at 0°. The mixture is stirred at 0° overnight and then 1.5 l of tert.butyl methyl ether are added thereto. The ethyl β-amino-β-ethoxyacrylate hydrochloride which thereby precipitates is filtered off under suction, washed portionwise with 0.5 l of tert.butyl methyl ether and dried at 35° in vacuo. There is obtained ethyl β-amino-β-ethoxyacrylate hydrochloride, melting point 10... Starting materials: C(C1=CC=CC=C1)OC=1C=C(C=CC1[C@@H]1N(C([C@H]1CCCC1=CC=CC=C1)=O)C1=CC=C(C=C1)F)C=CC(=O)OC (Trans methyl 3-[3-benzyloxy-4-[1-(4-fluorophenyl)-4-oxo-3-(3-phenylpropyl)-2-azetidinyl]phenyl]propenoate). The solvent is CCOC(=O)C (EtOAc), CO (CH3OH). Run at time 8 hour. Product: OC=1C=C(C=CC1[C@@H]1N(C([C@H]1CCCC1=CC=CC=C1)=O)C1=CC=C(C=C1)F)CCC(=O)OC (trans methyl 3-[3-hydroxy-4-[1-(4-fluorophenyl)-4-oxo-3-(3-phenylpropyl)-2-azetidinyl]phenyl]propionate). The yield is 70.4%. As a reaction SMILES: C([O:8][C:9]1[CH:10]=[C:11]([CH:36]=[CH:37][C:38]([O:40][CH3:41])=[O:39])[CH:12]=[CH:13][C:14]=1[C@H:15]1[C@H:18]([CH2:19][CH2:20][CH2:21][C:22]2[CH:27]=[CH:26][CH:25]=[CH:24][CH:23]=2)[C:17](=[O:28])[N:16]1[C:29]1[CH:34]=[CH:33][C:32]([F:35])=[CH:31][CH:30]=1)C1C=CC=CC=1>CCOC(C)=O.CO>[OH:8][C:9]1[CH:10]=[C:11]([CH2:36][CH2:37][C:38]([O:40][CH3:41])=[O:39])[CH:12]=[CH:13][C:14]=1[C@H:15]1[C@H:18]([CH2:19][CH2:20][CH2:21][C:22]2[CH:27]=[CH:26][CH:25]=[CH:24][CH:23]=2)[C:17](=[O:28])[N:16]1[C:29]1[CH:30]=[CH:31][C:32]([F:35])=[CH:33][CH:34]=1. Reported procedure: Dissolve the product of Example 5 (0.266 g, 0.48 mmol) in EtOAc (16 mL), dilute with CH3OH (20 mL) and purge with N2. Add 20% Pd/C (0.05 g), purge the mixture with H2 and then stir under a balloon of H2 overnight. Filter the reaction mixture through celite. Wash the filter cake with EtOAc and concentrate the filtrate to give 0.156 g of the title compound as a colorless oil. HRMS calc'd for C28H28 NO4 :M+H 462.2081; found 462.2070.MS (CI): 462 (M+1,37), 351 (17), 293(41 ), 138(100). Reactants: Cl.C1(CC1)COC1=C(C=C(C(=C1)F)OC)C=1C2=C(N=C(N1)C)C(=C(N2)C)C(=O)NC2CCNCC2 (4-[2-(Cyclopropylmethoxy)-4-fluoro-5-methoxyphenyl]-2,6-dimethyl-N-(piperidin-4-yl)-5H-pyrrolo[3,2-d]pyrimidine-7-carboxamide hydrochloride), COCC(=O)Cl (methoxy-acetyl chloride). Yields the product C1(CC1)COC1=C(C=C(C(=C1)F)OC)C=1C2=C(N=C(N1)C)C(=C(N2)C)C(=O)NC2CCN(CC2)C(COC)=O (4-[2-(Cyclopropylmethoxy)-4-fluoro-5-methoxyphenyl]-N-[1-(methoxyacetyl)piperidin-4-yl]-2,6-dimethyl-5H-pyrrolo[3,2-d]pyrimidine-7-carboxamide). Reaction SMILES: Cl.[CH:2]1([CH2:5][O:6][C:7]2[CH:12]=[C:11]([F:13])[C:10]([O:14][CH3:15])=[CH:9][C:8]=2[C:16]2[C:17]3[NH:25][C:24]([CH3:26])=[C:23]([C:27]([NH:29][CH:30]4[CH2:35][CH2:34][NH:33][CH2:32][CH2:31]4)=[O:28])[C:18]=3[N:19]=[C:20]([CH3:22])[N:21]=2)[CH2:4][CH2:3]1.[CH3:36][O:37][CH2:38][C:39](Cl)=[O:40]>>[CH:2]1([CH2:5][O:6][C:7]2[CH:12]=[C:11]([F:13])[C:10]([O:14][CH3:15])=[CH:9][C:8]=2[C:16]2[C:17]3[NH:25][C:24]([CH3:26])=[C:23]([C:27]([NH:29][CH:30]4[CH2:31][CH2:32][N:33]([C:39](=[O:40])[CH2:38][O:37][CH3:36])[CH2:34][CH2:35]4)=[O:28])[C:18]=3[N:19]=[C:20]([CH3:22])[N:21]=2)[CH2:4][CH2:3]1 |f:0.1|. Procedure details: Starting from 4-[2-(cyclopropylmethoxy)-4-fluoro-5-methoxyphenyl]-2,6-dimethyl-N-(piperidin-4-yl)-5H-pyrrolo[3,2-d]pyrimidine-7-carboxamide hydrochloride (example D.f59) and commercially available methoxy-acetyl chloride the title compound is obtained as colorless solid. The reactants are BrCCCCCBr, [H-], [Na+], CN(C)C=O, Cc1cc(C)c(S(=O)(=O)Nc2c3ccccc3nc3ccccc23)c(C)c1. Product: Cc1cc(C)c(S(=O)(=O)N(CCCCCBr)c2c3ccccc3nc3ccccc23)c(C)c1. RXN SMILES: [Br:30][CH2:31][CH2:32][CH2:33][CH2:34][CH2:35][Br:36].[H-:29].[Na+:28].[O:37]=[CH:38][N:39]([CH3:40])[CH3:41].[cH:1]1[cH:2][cH:3][cH:4][c:5]2[n:6][c:7]3[cH:8][cH:9][cH:10][cH:11][c:12]3[c:13]([NH:15][S:16](=[O:17])(=[O:18])[c:19]3[c:20]([CH3:27])[cH:21][c:22]([CH3:26])[cH:23][c:24]3[CH3:25])[c:14]12>>[cH:1]1[cH:2][cH:3][cH:4][c:5]2[n:6][c:7]3[cH:8][cH:9][cH:10][cH:11][c:12]3[c:13]([N:15]([S:16](=[O:17])(=[O:18])[c:19]3[c:20]([CH3:27])[cH:21][c:22]([CH3:26])[cH:23][c:24]3[CH3:25])[CH2:35][CH2:34][CH2:33][CH2:32][CH2:31][Br:30])[c:14]12. Starting materials: poly(acrylic acid)-block-polystyrene, Poly(ethoxylated fluoroalkyl acrylate), polystyrene, C1CCC(CC1)N=C=NC2CCCCC2 (DCC), FSO-100, O1CCCC1 (tetrahydrofuran). Reagents/catalysts: CN(C)C=1C=CN=CC1 (DMAP). Solvent: N1=CC=CC=C1 (pyridine). Conditions: time 2.5 day. The product is C(=O)(NC1CCCCC1)NC1CCCCC1 (Dicyclohexylurea). Reaction SMILES: [CH2:1]1[CH2:6][CH2:5][CH:4]([N:7]=[C:8]=[N:9][CH:10]2[CH2:15][CH2:14][CH2:13][CH2:12][CH2:11]2)[CH2:3][CH2:2]1.[O:16]1CCCC1>N1C=CC=CC=1.CN(C1C=CN=CC=1)C>[C:8]([NH:7][CH:4]1[CH2:3][CH2:2][CH2:1][CH2:6][CH2:5]1)([NH:9][CH:10]1[CH2:15][CH2:14][CH2:13][CH2:12][CH2:11]1)=[O:16]. Reported procedure: Poly(ethoxylated fluoroalkyl acrylate)-block-polystyrene (IV). One gram of poly(acrylic acid)-block-polystyrene (2.19 mmol acrylic acid) was dissolved in 5 mL of anhydrous pyridine. DCC (6.57 mmol), DMAP (0.823 mmol), and Zonyl FSO-100 (6 g) were dissolved in tetrahydrofuran and added drop-wise to the polymer solution. The reaction mixture was stirred at room temperature for about 2.5 days. Dicyclohexylurea formed during the reaction was removed by filtration. After concentration under reduced p...